From a dataset of the Open Reaction Database (ORD), a public repository of structured organic reaction records. describe an organic reaction: reactants, conditions, products, and yield The reactants are COC(CC1=C(C(=CC(=C1)N1CCN(CC1)C)C)Cl)=O (2-[2-chloro-3-methyl-5-(4-methyl-piperazin-1-yl)-phenyl]-acetic acid methyl ester), [NH4+].[OH-] (NH4OH). Run at time 8 hour. The product is ClC1=C(C=C(C=C1C)N1CCN(CC1)C)CC(=O)N (2-[2-Chloro-3-methyl-5-(4-methyl-piperazin-1-yl)-phenyl]-acetamide). Reaction SMILES: C[O:2][C:3](=O)[CH2:4][C:5]1[CH:10]=[C:9]([N:11]2[CH2:16][CH2:15][N:14]([CH3:17])[CH2:13][CH2:12]2)[CH:8]=[C:7]([CH3:18])[C:6]=1[Cl:19].[NH4+:21].[OH-]>>[Cl:19][C:6]1[C:7]([CH3:18])=[CH:8][C:9]([N:11]2[CH2:16][CH2:15][N:14]([CH3:17])[CH2:13][CH2:12]2)=[CH:10][C:5]=1[CH2:4][C:3]([NH2:21])=[O:2] |f:1.2|. Procedure details: (5-Bromo-2-chloro-3-methyl-phenyl)-acetic acid methyl ester (2.0 g, 7.2 mmol), N-methylpiperazine (960 μL, 8.6 mmol) and Cs2CO3 (3.3 g, 10.1 mmol) are suspended in toluene (80 mL). Pd(OAc)2 (81 mg, 0.36 mmol) and BINAP (224 mg, 0.36 mmol) are added and the reaction is stirred at 100° C. overnight. The mixture is filtered through Celite and the solvent is evaporated. The residue is purified by FCC (AcOEt/AcOH/H2O 60:15:15) to afford 2-[2-chloro-3-methyl-5-(4-methyl-piperazin-1-yl)-phenyl]-acetic ... Reactants: CN(C)C=O, [Cl-], COCOCC1NC1(c1ccc(F)cc1)c1ccc(F)cc1, [N-]=[N+]=[N-], [NH4+], [Na+], O. Yields the product COCOCC(N)C(N=[N+]=[N-])(c1ccc(F)cc1)c1ccc(F)cc1. Reaction SMILES: [CH3:30][N:31]([CH3:32])[CH:33]=[O:34].[Cl-:6].[F:8][c:9]1[cH:10][cH:11][c:12]([C:15]2([c:23]3[cH:24][cH:25][c:26]([F:29])[cH:27][cH:28]3)[NH:16][CH:17]2[CH2:18][O:19][CH2:20][O:21][CH3:22])[cH:13][cH:14]1.[N-:3]=[N+:4]=[N-:5].[NH4+:7].[Na+:2].[OH2:1]>>[N:3](=[N+:4]=[N-:5])[C:15]([c:12]1[cH:11][cH:10][c:9]([F:8])[cH:14][cH:13]1)([CH:17]([NH2:16])[CH2:18][O:19][CH2:20][O:21][CH3:22])[c:23]1[cH:24][cH:25][c:26]([F:29])[cH:27][cH:28]1.